Task: describe an organic reaction: reactants, conditions, products, and yield. Dataset: the Open Reaction Database (ORD), a public repository of structured organic reaction records Reactants: NC=1C=C2C(=C(C=NC2=CC1)C#N)NC1=CC(=CC=C1)Br (6-amino-4-[(3-bromophenyl)amino]-quinoline-3-carbonitrile), Cl.CN1CC(CCl)=CCC1 (N-methyl-1,2,5,6-tetrahydronicotinyl chloride hydrochloride), C([O-])(O)=O.[Na+] (sodium bicarbonate). The solvent is O1CCCC1 (tetrahydrofuran). Run at temperature 0 celsius, time 2 hour. Product: BrC=1C=C(C=CC1)NC1=C(C=NC2=CC=C(C=C12)NC(=O)C=1CN(CCC1)C)C#N (1-Methyl-1,2,5,6-tetrahydro-pyridine-3-carboxylic Acid[4-(3-bromo-phenylamino)-3-cyano-quinolin-6-yl]-amide). As a reaction SMILES: [NH2:1][C:2]1[CH:3]=[C:4]2[C:9](=[CH:10][CH:11]=1)[N:8]=[CH:7][C:6]([C:12]#[N:13])=[C:5]2[NH:14][C:15]1[CH:20]=[CH:19][CH:18]=[C:17]([Br:21])[CH:16]=1.Cl.[CH3:23][N:24]1[CH2:31][CH2:30][CH:29]=[C:26]([CH2:27]Cl)[CH2:25]1.C(=O)(O)[O-:33].[Na+]>O1CCCC1>[Br:21][C:17]1[CH:16]=[C:15]([NH:14][C:5]2[C:4]3[C:9](=[CH:10][CH:11]=[C:2]([NH:1][C:27]([C:26]4[CH2:25][N:24]([CH3:23])[CH2:31][CH2:30][CH:29]=4)=[O:33])[CH:3]=3)[N:8]=[CH:7][C:6]=2[C:12]#[N:13])[CH:20]=[CH:19][CH:18]=1 |f:1.2,3.4|. Procedure details: To a solution of 1 g (2.95 mmol) of 6-amino-4-[(3-bromophenyl)amino]-quinoline-3-carbonitrile and 1.9 g (14.7 mmol) of dissopropylethylamine was strirred in 19 ml of tetrahydrofuran and solid N-methyl-1,2,5,6-tetrahydronicotinyl chloride hydrochloride was added portionwise at 0° C. After stirring 1 hr at 0° C. and 2 hr at room temperature, the mixture was poured into saturated sodium bicarbonate and extracted with ethylacetate. The solution was dried over magnesium sulfate. Sovent was removed an... Starting materials: ClCCl, O, CC(C)(C)OC(=O)N(CC1CN(c2cc(F)c(C3=CCN(C(=O)CCO)CC3)c(F)c2)C(=O)O1)c1ccon1, O=C(O)C(F)(F)F. Product: O=C(CCO)N1CC=C(c2c(F)cc(N3CC(CNc4ccon4)OC3=O)cc2F)CC1. As a reaction SMILES: [Cl:47][CH2:48][Cl:49].[OH2:50].[OH:1][CH2:2][CH2:3][C:4](=[O:5])[N:6]1[CH2:7][CH:8]=[C:9]([c:12]2[c:13]([F:39])[cH:14][c:15]([N:19]3[C:20](=[O:38])[O:21][CH:22]([CH2:24][N:25]([C:26]([O:27][C:28]([CH3:29])([CH3:30])[CH3:31])=[O:32])[c:33]4[n:34][o:35][cH:36][cH:37]4)[CH2:23]3)[cH:16][c:17]2[F:18])[CH2:10][CH2:11]1.[OH:40][C:41]([C:42]([F:43])([F:44])[F:45])=[O:46]>>[OH:1][CH2:2][CH2:3][C:4](=[O:5])[N:6]1[CH2:7][CH:8]=[C:9]([c:12]2[c:13]([F:39])[cH:14][c:15]([N:19]3[C:20](=[O:38])[O:21][CH:22]([CH2:24][NH:25][c:33]4[n:34][o:35][cH:36][cH:37]4)[CH2:23]3)[cH:16][c:17]2[F:18])[CH2:10][CH2:11]1. Reactants: NC1=C(C2=C(S1)CCCC2)C(=O)C2=CC(=C(C=C2)Cl)Cl ((2-amino-4,5,6,7-tetrahydro-benzo[b]thiophen-3-yl)-(3,4-dichloro-phenyl)-methanone), C1(CC1)C(CC(C)=O)=O (1-cyclopropyl-butane-1,3-dione). The reagents and catalysts are S(O)(O)(=O)=O (sulfuric acid). The solvent is C(C)(=O)O (acetic acid). Reaction conditions: temperature 100 celsius, time 10 minute. Yields the product C1(CC1)C(=O)C=1C(=C2C(=NC1C)SC1=C2CCCC1)C1=CC(=C(C=C1)Cl)Cl (cyclopropyl-[(4-(3,4-dichloro-phenyl)-2-methyl-5,6,7,8-tetrahydro-benzo[4,5]thieno [2,3-b]pyridin-3-yl)]-methanone). Isolated yield 24.0%. Reaction SMILES: [NH2:1][C:2]1[S:6][C:5]2[CH2:7][CH2:8][CH2:9][CH2:10][C:4]=2[C:3]=1[C:11]([C:13]1[CH:18]=[CH:17][C:16]([Cl:19])=[C:15]([Cl:20])[CH:14]=1)=O.[CH:21]1([C:24](=[O:29])[CH2:25][C:26](=O)[CH3:27])[CH2:23][CH2:22]1>C(O)(=O)C.S(=O)(=O)(O)O>[CH:21]1([C:24]([C:25]2[C:11]([C:13]3[CH:18]=[CH:17][C:16]([Cl:19])=[C:15]([Cl:20])[CH:14]=3)=[C:3]3[C:4]4[CH2:10][CH2:9][CH2:8][CH2:7][C:5]=4[S:6][C:2]3=[N:1][C:26]=2[CH3:27])=[O:29])[CH2:23][CH2:22]1. Procedure: To a stirred solution of 60 mg (0.18 mmol) (2-amino-4,5,6,7-tetrahydro-benzo[b]thiophen-3-yl)-(3,4-dichloro-phenyl)-methanone in 2 ml acetic acid was added 31 mg (0.24 mmol) of 1-cyclopropyl-butane-1,3-dione and one drop of sulfuric acid. The mixture was then stirred at 100° C. for 10 minutes in a microwave and then concentrated in vacuo. Preparative HPLC (30% CH3CN/H20) afforded 18 mg (23%) cyclopropyl-[(4-(3,4-dichloro-phenyl)-2-methyl-5,6,7,8-tetrahydro-benzo[4,5]thieno [2,3-b]pyridin-3-yl)]-...